Task: describe an organic reaction: reactants, conditions, products, and yield. Dataset: the Open Reaction Database (ORD), a public repository of structured organic reaction records Reactants: O (water), solution, NaAlH2 (CH3OCH2CH2O)2, CC=1N2C(SC1)=NC(=C2)C(=O)OC (3-methyl-6-carbomethoxy-imidazo-(2,1-b)thiazole). Run in C1=CC=CC=C1 (benzene), C1CCOC1 (THF). Run at time 2 hour. The product is CC=1N2C(SC1)=NC(=C2)CO (3-methyl-6-hydroxymethyl-imidazo-(2,1-b)thiazole). The yield is 98.0%. Reaction SMILES: [CH3:1][C:2]1[N:3]2[CH:9]=[C:8]([C:10](OC)=[O:11])[N:7]=[C:4]2[S:5][CH:6]=1.O>C1C=CC=CC=1.C1COCC1>[CH3:1][C:2]1[N:3]2[CH:9]=[C:8]([CH2:10][OH:11])[N:7]=[C:4]2[S:5][CH:6]=1. Procedure: 100 ml of a 70% solution of NaAlH2 (CH3OCH2CH2O)2 in benzene are dropped at 25° into a suspension of 25 g of 3-methyl-6-carbomethoxy-imidazo-(2,1-b)thiazole, prepared as described in Example 8, in 250 ml of dry THF. The suspension is stirred for 2 hours at room temperature and thereafter 25 ml of water are slowly added. The suspension is then filtered and the filtrate concentrated to yield 21 g of 3-methyl-6-hydroxymethyl-imidazo-(2,1-b)thiazole; m.p. 155°-156° (methyl-ethyl-ketone).